describe an organic reaction: reactants, conditions, products, and yield From a dataset of the Open Reaction Database (ORD), a public repository of structured organic reaction records. Yields the product CCC12CCC3C4CCC(=O)C=C4CCC3C1CCC2O. The reactants are [BH4-], CCC12CCC3C4CCC(=O)C=C4CCC3C1CCC2=O, CC(=O)O, CCO, [Na+]. RXN SMILES: [BH4-:1].[CH2:3]([CH3:4])[C:5]12[C:6](=[O:23])[CH2:7][CH2:8][CH:9]1[CH:10]1[CH:11]([CH2:12][CH2:13]2)[CH:14]2[CH2:15][CH2:16][C:17](=[O:22])[CH:18]=[C:19]2[CH2:20][CH2:21]1.[CH3:24][C:25](=[O:26])[OH:27].[CH3:28][CH2:29][OH:30].[Na+:2]>>[CH2:3]([CH3:4])[C:5]12[CH:6]([OH:23])[CH2:7][CH2:8][CH:9]1[CH:10]1[CH:11]([CH2:12][CH2:13]2)[CH:14]2[CH2:15][CH2:16][C:17](=[O:22])[CH:18]=[C:19]2[CH2:20][CH2:21]1.